Task: describe an organic reaction: reactants, conditions, products, and yield. Dataset: the Open Reaction Database (ORD), a public repository of structured organic reaction records The reactants are S(=O)(Cl)Cl (Thionyl chloride), C1(CCCCC1)C(C(=O)O)N1C(=NC2=C1C=C(C(=C2)F)F)[C@H](C2=CC=CC=C2)OC (cyclohexyl-[5,6-difluoro-2-((S)-methoxy-phenyl-methyl)-benzoimidazol-1-yl]-acetic acid), N1=CC=CC=C1 (pyridine), NC1=CC=C(C(=O)OCC)C=C1 (ethyl 4-amino-benzoate), N1=CC=CC=C1 (pyridine). Run in ClCCl (dichloromethane), ClCCl (dichloromethane). Conditions: time 1 hour. Product: C(C)OC(C1=CC=C(C=C1)NC(C(N1C(=NC2=C1C=C(C(=C2)F)F)[C@H](C2=CC=CC=C2)OC)C2CCCCC2)=O)=O (4-{2-Cyclohexyl-2-[5,6-difluoro-2-((S)-methoxy-phenyl-methyl)-benzoimidazol-1-yl]-acetylamino}-benzoic acid ethyl ester). Reaction SMILES: [CH:1]1([CH:7]([N:11]2[C:15]3[CH:16]=[C:17]([F:21])[C:18]([F:20])=[CH:19][C:14]=3[N:13]=[C:12]2[C@@H:22]([O:29][CH3:30])[C:23]2[CH:28]=[CH:27][CH:26]=[CH:25][CH:24]=2)[C:8](O)=[O:9])[CH2:6][CH2:5][CH2:4][CH2:3][CH2:2]1.N1C=CC=CC=1.S(Cl)(Cl)=O.[NH2:41][C:42]1[CH:52]=[CH:51][C:45]([C:46]([O:48][CH2:49][CH3:50])=[O:47])=[CH:44][CH:43]=1>ClCCl>[CH2:49]([O:48][C:46](=[O:47])[C:45]1[CH:51]=[CH:52][C:42]([NH:41][C:8](=[O:9])[CH:7]([CH:1]2[CH2:6][CH2:5][CH2:4][CH2:3][CH2:2]2)[N:11]2[C:15]3[CH:16]=[C:17]([F:21])[C:18]([F:20])=[CH:19][C:14]=3[N:13]=[C:12]2[C@@H:22]([O:29][CH3:30])[C:23]2[CH:28]=[CH:27][CH:26]=[CH:25][CH:24]=2)=[CH:43][CH:44]=1)[CH3:50]. Procedure details: To a solution of cyclohexyl-[5,6-difluoro-2-((S)-methoxy-phenyl-methyl)-benzoimidazol-1-yl]-acetic acid (160 mg, 0.39 mmol, 1.0 equiv.) in dichloromethane (2 ml) was added pyridine (0.046 ml, 1.5 equiv.). Thionyl chloride (0.034 ml, 1.2 eq) was added dropwise. The mixture was stirred 1 h at room temperature. A solution of ethyl 4-amino-benzoate (64 mg, 0.95 equiv., [CAS RN 94-09-7]) and pyridine (0.031 ml, 1.1 equiv.) in dichloromethane (2 ml) was added and the mixture stirred overnight at room ... The reactants are NC1=CC=C(C(=O)N[C@@H]2CN(C[C@@H]2O)C2CCCCC2)C=C1 (cis-4-amino-N-(1-cyclohexyl-4-hydroxy-3-pyrrolidinyl)benzamide), C([O-])([O-])=O.[K+].[K+] (potassium carbonate), C(C)(=O)Cl (acetyl chloride). Solvent: O1CCCC1 (tetrahydrofuran). Run at time 18 hour. Product: C(C)(=O)NC1=CC=C(C(=O)N[C@@H]2CN(C[C@@H]2O)C2CCCCC2)C=C1 (Cis-4-acetylamino-N-(1-cyclohexyl-4-hydroxy-3-pyrrolidinyl)benzamide). Reaction SMILES: [NH2:1][C:2]1[CH:22]=[CH:21][C:5]([C:6]([NH:8][C@H:9]2[C@@H:13]([OH:14])[CH2:12][N:11]([CH:15]3[CH2:20][CH2:19][CH2:18][CH2:17][CH2:16]3)[CH2:10]2)=[O:7])=[CH:4][CH:3]=1.C(=O)([O-])[O-].[K+].[K+].[C:29](Cl)(=[O:31])[CH3:30]>O1CCCC1>[C:29]([NH:1][C:2]1[CH:22]=[CH:21][C:5]([C:6]([NH:8][C@H:9]2[C@@H:13]([OH:14])[CH2:12][N:11]([CH:15]3[CH2:20][CH2:19][CH2:18][CH2:17][CH2:16]3)[CH2:10]2)=[O:7])=[CH:4][CH:3]=1)(=[O:31])[CH3:30] |f:1.2.3|. Procedure details: A solution of 6.0 g (0.02 mole) of cis-4-amino-N-(1-cyclohexyl-4-hydroxy-3-pyrrolidinyl)benzamide in 250 ml of tetrahydrofuran was mixed with 8 g of powdered anhydrous potassium carbonate and stirred while 1.6 g (0.02 mole) of acetyl chloride was added dropwise. The mixture was stirred for 18 hr. The tetrahydrofuran was removed and the residue was partitioned between water and chloroform. The chloroform was separated and in a short time the product precipitated. The precipitate was filtered and ... The reactants are C[N+]1([O-])CCOCC1, CCC[N+](CCC)(CCC)CCC, ClCCl, CCOC(=O)CCCCC(CO)Cc1cc(F)c(O[Si](C(C)C)(C(C)C)C(C)C)c(F)c1, O=[Ru](=O)(=O)[O-]. The product is CCOC(=O)CCCCC(C=O)Cc1cc(F)c(O[Si](C(C)C)(C(C)C)C(C)C)c(F)c1. RXN SMILES: [CH3:33][N+:34]1([O-:40])[CH2:35][CH2:36][O:37][CH2:38][CH2:39]1.[CH3:49][CH2:50][CH2:51][N+:52]([CH2:53][CH2:54][CH3:55])([CH2:56][CH2:57][CH3:58])[CH2:59][CH2:60][CH3:61].[Cl:41][CH2:42][Cl:43].[F:1][c:2]1[cH:3][c:4]([CH2:5][CH:6]([CH2:7][CH2:8][CH2:9][CH2:10][C:11](=[O:12])[O:13][CH2:14][CH3:15])[CH2:16][OH:17])[cH:18][c:19]([F:32])[c:20]1[O:21][Si:22]([CH:23]([CH3:24])[CH3:25])([CH:26]([CH3:27])[CH3:28])[CH:29]([CH3:30])[CH3:31].[O-:44][Ru:45](=[O:46])(=[O:47])=[O:48]>>[F:1][c:2]1[cH:3][c:4]([CH2:5][CH:6]([CH2:7][CH2:8][CH2:9][CH2:10][C:11](=[O:12])[O:13][CH2:14][CH3:15])[CH:16]=[O:17])[cH:18][c:19]([F:32])[c:20]1[O:21][Si:22]([CH:23]([CH3:24])[CH3:25])([CH:26]([CH3:27])[CH3:28])[CH:29]([CH3:30])[CH3:31]. Starting materials: [Si](C1=CC=CC=C1)(C1=CC=CC=C1)(C(C)(C)C)OCC1=CC=C(C(=C1N1C[C@H](O[C@H](C1)C)C)Cl)F ((2R,6S)-[6-({[tert-butyl(diphenyl)silyl]oxy}methyl)-2-chloro-3-fluorophenyl]-2,6-dimethylmorpholine), [Li+].CC(C)[N-]C(C)C (LDA), [Si](C1=CC=CC=C1)(C1=CC=CC=C1)(C(C)(C)C)OCC1=CC=C(C(=C1N1C[C@H](O[C@H](C1)C)C)Cl)F ((2R,6S)-[6-({[tert-butyl(diphenyl)silyl]oxy}methyl)-2-chloro-3-fluorophenyl]-2,6-dimethylmorpholine), N1=CC(=CC=C1)C=O (pyridine-3-carboaldehyde). Product: [Si](C1=CC=CC=C1)(C1=CC=CC=C1)(C(C)(C)C)OCC=1C(=C(C(=C(C1)C(O)C=1C=NC=CC1)F)Cl)N1C[C@H](O[C@H](C1)C)C ({5-({[tert-butyl(diphenyl)silyl]oxy}methyl)-3-chloro-4-[(2R,6S)-2,6-dimethylmorpholin-4-yl]-2-fluorophenyl}(pyridin-3-yl)methanol). RXN SMILES: [Si:1]([O:18][CH2:19][C:20]1[C:25]([N:26]2[CH2:31][C@H:30]([CH3:32])[O:29][C@H:28]([CH3:33])[CH2:27]2)=[C:24]([Cl:34])[C:23]([F:35])=[CH:22][CH:21]=1)([C:14]([CH3:17])([CH3:16])[CH3:15])([C:8]1[CH:13]=[CH:12][CH:11]=[CH:10][CH:9]=1)[C:2]1[CH:7]=[CH:6][CH:5]=[CH:4][CH:3]=1.[N:36]1[CH:41]=[CH:40][CH:39]=[C:38]([CH:42]=[O:43])[CH:37]=1.[Li+].CC([N-]C(C)C)C>>[Si:1]([O:18][CH2:19][C:20]1[C:25]([N:26]2[CH2:31][C@H:30]([CH3:32])[O:29][C@H:28]([CH3:33])[CH2:27]2)=[C:24]([Cl:34])[C:23]([F:35])=[C:22]([CH:42]([C:38]2[CH:37]=[N:36][CH:41]=[CH:40][CH:39]=2)[OH:43])[CH:21]=1)([C:14]([CH3:16])([CH3:17])[CH3:15])([C:2]1[CH:7]=[CH:6][CH:5]=[CH:4][CH:3]=1)[C:8]1[CH:13]=[CH:12][CH:11]=[CH:10][CH:9]=1 |f:2.3|. Procedure details: Starting material: (2R,6S)-4-[6-({[tert-butyl(diphenyl)silyl]oxy}methyl)-2-chloro-3-fluorophenyl]-2,6-dimethylmorpholine (Intermediate 42), pyridine-3-carboaldehyde and LDA